From a dataset of the Open Reaction Database (ORD), a public repository of structured organic reaction records. describe an organic reaction: reactants, conditions, products, and yield Starting materials: COC(=O)CNC(=O)c1cncc2c1cnn2-c1ccc(F)cc1, CCO, NN, O, O. Product: NNC(=O)CNC(=O)c1cncc2c1cnn2-c1ccc(F)cc1. RXN SMILES: [CH3:1][O:2][C:3]([CH2:4][NH:5][C:6](=[O:7])[c:8]1[c:9]2[c:10]([cH:11][n:12][cH:13]1)[n:14](-[c:17]1[cH:18][cH:19][c:20]([F:23])[cH:21][cH:22]1)[n:15][cH:16]2)=[O:24].[CH3:29][CH2:30][OH:31].[NH2:26][NH2:27].[OH2:25].[OH2:28]>>[C:3]([CH2:4][NH:5][C:6](=[O:7])[c:8]1[c:9]2[c:10]([cH:11][n:12][cH:13]1)[n:14](-[c:17]1[cH:18][cH:19][c:20]([F:23])[cH:21][cH:22]1)[n:15][cH:16]2)(=[O:24])[NH:26][NH2:27].